From a dataset of the Open Reaction Database (ORD), a public repository of structured organic reaction records. describe an organic reaction: reactants, conditions, products, and yield The reactants are C(=O)(O)[C@H](O)[C@@H](O)C(=O)O.ClC1=CC2=C(OCOC3=C(N2CC(CN(C)C)C)C=CC=C3)C=C1 ((-)-2-chloro-12-(3-dimethylamino-2-methylpropyl)-12H-dibenzo[d,g][1,3,6]dioxazocine L(+)-tartrate), O (water). The solvent is ClCCl (dichloromethane). Reaction conditions: temperature 0 celsius, time 30 minute. Product: ClC1=CC2=C(OCOC3=C(N2CC(CN(C)C)C)C=CC=C3)C=C1 ((-)-2-Chloro-12-(3-dimethylamino-2-methylpropyl)-12H-dibenzo[d,g][1,3,6]dioxazocine). The yield is 84.2%. RXN SMILES: C([C@@H]([C@H](C(O)=O)O)O)(O)=O.[Cl:11][C:12]1[CH:34]=[CH:33][C:15]2[O:16][CH2:17][O:18][C:19]3[CH:32]=[CH:31][CH:30]=[CH:29][C:20]=3[N:21]([CH2:22][CH:23]([CH3:28])[CH2:24][N:25]([CH3:27])[CH3:26])[C:14]=2[CH:13]=1.O>ClCCl>[Cl:11][C:12]1[CH:34]=[CH:33][C:15]2[O:16][CH2:17][O:18][C:19]3[CH:32]=[CH:31][CH:30]=[CH:29][C:20]=3[N:21]([CH2:22][CH:23]([CH3:28])[CH2:24][N:25]([CH3:27])[CH3:26])[C:14]=2[CH:13]=1 |f:0.1|. Reported procedure: To a stirred mixture of 19.0 g (0.038 moles) of (-)-2-chloro-12-(3-dimethylamino-2-methylpropyl)-12H-dibenzo[d,g][1,3,6]dioxazocine L(+)-tartrate, 100 cm3 of water and 100 cm3 of dichloromethane 25 percent aqueous ammonia is added until a pH value of 10. The mixture is stirred for further 30 minutes, the organic phase is separated and the solvent is removed under reduced pressure. The viscous residue is dissolved in 28 cm3 of isopropanol, cooled to 0° C. and the crystals are filtered. 11.1 g 84.... Starting materials: NC1=C(C(=O)O)C=CC=C1C(=O)O (2-Aminoisophthalic acid), CC(=O)OC(=O)C (Ac2O). Run at temperature 140 celsius. Yields the product CC1=NC2=C(C(O1)=O)C=CC=C2C(=O)O (2-methyl-4-oxo-4H-3,1-benzoxazine-8-carboxylic acid). Yield: 89.0%. Reaction SMILES: [NH2:1][C:2]1[C:10]([C:11]([OH:13])=[O:12])=[CH:9][CH:8]=[CH:7][C:3]=1[C:4]([OH:6])=[O:5].[CH3:14][C:15](OC(C)=O)=O>>[CH3:14][C:15]1[O:5][C:4](=[O:6])[C:3]2[CH:7]=[CH:8][CH:9]=[C:10]([C:11]([OH:13])=[O:12])[C:2]=2[N:1]=1. Procedure details: 2-Aminoisophthalic acid (50.0 g; 276.0 mmol) and Ac2O (250.0 ml; 5.00 V) were combined and heated to 140° C. for 4 h. The reaction mixture was cooled to room temperature and distilled under high vacuum on the rotary evaporator. The remaining AcOH was removed by azeotropic distillation with toluene. The residue was slurried with ethyl ether, filtered, and the solid was dried under vacuum to provide the desired intermediate (50.3 g, 89% yield). The reactants are CSc1nnc(-c2ccccc2)c(C)n1, ClC(Cl)Cl, O=C(OO)c1cccc(Cl)c1. Yields the product Cc1nc(S(C)=O)nnc1-c1ccccc1. Reaction SMILES: [CH3:12][c:13]1[n:14][c:15]([S:25][CH3:26])[n:16][n:17][c:18]1-[c:19]1[cH:20][cH:21][cH:22][cH:23][cH:24]1.[CH:27]([Cl:28])([Cl:29])[Cl:30].[Cl:1][c:2]1[cH:3][cH:4][cH:5][c:6]([C:7]([O:8][OH:10])=[O:9])[cH:11]1>>[O:9]=[S:25]([c:15]1[n:14][c:13]([CH3:12])[c:18](-[c:19]2[cH:20][cH:21][cH:22][cH:23][cH:24]2)[n:17][n:16]1)[CH3:26]. Reactants: B, CNC, CO, CCc1cc(CCC2(C3CCCC3)CC(=O)CC(=O)O2)c(C)cc1O, O=Cc1nc2ncc(Cl)cn2n1. The product is CCc1cc(CCC2(C3CCCC3)CC(O)=C(Cc3nc4ncc(Cl)cn4n3)C(=O)O2)c(C)cc1O. As a reaction SMILES: [BH3:41].[CH3:38][NH:39][CH3:40].[CH3:42][OH:43].[CH:13]1([C:18]2([CH2:26][CH2:27][c:28]3[c:29]([CH3:37])[cH:30][c:31]([OH:36])[c:32]([CH2:34][CH3:35])[cH:33]3)[CH2:19][C:20](=[O:25])[CH2:21][C:22](=[O:24])[O:23]2)[CH2:14][CH2:15][CH2:16][CH2:17]1.[Cl:1][c:2]1[cH:3][n:4][c:5]2[n:6]([cH:7]1)[n:8][c:9]([CH:11]=[O:12])[n:10]2>>[Cl:1][c:2]1[cH:3][n:4][c:5]2[n:6]([cH:7]1)[n:8][c:9]([CH2:11][C:21]1=[C:20]([OH:25])[CH2:19][C:18]([CH:13]3[CH2:14][CH2:15][CH2:16][CH2:17]3)([CH2:26][CH2:27][c:28]3[c:29]([CH3:37])[cH:30][c:31]([OH:36])[c:32]([CH2:34][CH3:35])[cH:33]3)[O:23][C:22]1=[O:24])[n:10]2.